From a dataset of the Open Reaction Database (ORD), a public repository of structured organic reaction records. describe an organic reaction: reactants, conditions, products, and yield The reactants are C(=O)(OC)C1=C2C=3C(CCCC3NC2=CC=C1)=O (5-carbomethoxy-1,2-dihydro-9H-carbazol-4(3H)-one), C1=CC(=C(C(=C1)F)F)CBr (a-bromo-2,3-difluorotoluene), C([O-])([O-])=O.[K+].[K+] (potassium carbonate). The solvent is CN(C)C=O (DMF), C(C)(=O)OCC (ethyl acetate). Conditions: time 73 hour. The product is FC1=C(C=CC=C1F)CN1C2=CC=CC(=C2C=2C(CCCC12)=O)C(=O)OC (9-[(2,3-difluorophenyl)methyl]-5-carbomethoxy-1,2-dihydrocarbazol-4(3H)-one). Isolated yield 70.4%. RXN SMILES: [C:1]([C:5]1[CH:17]=[CH:16][CH:15]=[C:14]2[C:6]=1[C:7]1[C:8](=[O:18])[CH2:9][CH2:10][CH2:11][C:12]=1[NH:13]2)([O:3][CH3:4])=[O:2].[CH:19]1[CH:24]=[C:23]([F:25])[C:22]([F:26])=[C:21]([CH2:27]Br)[CH:20]=1.C(=O)([O-])[O-].[K+].[K+]>CN(C=O)C.C(OCC)(=O)C>[F:26][C:22]1[C:23]([F:25])=[CH:24][CH:19]=[CH:20][C:21]=1[CH2:27][N:13]1[C:12]2[CH2:11][CH2:10][CH2:9][C:8](=[O:18])[C:7]=2[C:6]2[C:14]1=[CH:15][CH:16]=[CH:17][C:5]=2[C:1]([O:3][CH3:4])=[O:2] |f:2.3.4|. Procedure: A suspension of 5-carbomethoxy-1,2-dihydro-9H-carbazol-4(3H)-one (973 mg, 4.0 mM), a-bromo-2,3-difluorotoluene (1.01 g, 4.8 mM), and potassium carbonate (553 mg, 4.0 mM) in 10 mL DMF was stirred at room temperature for 73 hours. The mixture was diluted with ethyl acetate, washed with H2O, 1 N HCl, H2O, saturated NaHCO3, H2O, and saturated brine, dried over anhydrous magnesium sulfate, filtered, concentrated. The residue was purified by column chromatography on silica gel (elution with methylene ... Reactants: ClC=1C=C(C=NC1)OC(C(=O)O)CC (2-(5-Chloro-3-pyridyloxy)butyric acid), NC(C#CC(C(C)(C)C)O[SiH](C)C)(C)C (4-amino-1-tert.-butyldimethylsilyloxy-4-methylpent-2-yne), Cl.CN(C)CCCN=C=NCC (N-dimethylaminopropyl-N′-ethylcarbodiimide hydrochloride). The reagents and catalysts are CN(C1=CC=NC=C1)C (4-dimethylaminopyridine). Run in ClCCl (dichloromethane), ClCCl (dichloromethane). Conditions: time 3 hour. Product: ClC=1C=C(C=NC1)OC(C(=O)NC(C#CC(C(C)(C)C)O[SiH](C)C)(C)C)CC (2-(5-chloro-3-pyridyloxy)-N-(1-tert.butyldimethylsilyloxy-4-methylpent-2-yn-4-yl)butyramide). Reaction SMILES: [Cl:1][C:2]1[CH:3]=[C:4]([O:8][CH:9]([CH2:13][CH3:14])[C:10]([OH:12])=O)[CH:5]=[N:6][CH:7]=1.[NH2:15][C:16]([CH3:29])([CH3:28])[C:17]#[C:18][CH:19]([O:24][SiH:25]([CH3:27])[CH3:26])[C:20]([CH3:23])([CH3:22])[CH3:21].Cl.CN(CCCN=C=NCC)C>CN(C)C1C=CN=CC=1.ClCCl>[Cl:1][C:2]1[CH:3]=[C:4]([O:8][CH:9]([CH2:13][CH3:14])[C:10]([NH:15][C:16]([CH3:29])([CH3:28])[C:17]#[C:18][CH:19]([O:24][SiH:25]([CH3:27])[CH3:26])[C:20]([CH3:22])([CH3:23])[CH3:21])=[O:12])[CH:5]=[N:6][CH:7]=1 |f:2.3|. Procedure details: 2-(5-Chloro-3-pyridyloxy)butyric acid (2.26 g), 4-amino-1-tert.-butyldimethylsilyloxy-4-methylpent-2-yne (2.27 g) and 4-dimethylaminopyridine (0.010 g) in dry dichloromethane (50 ml) were stirred at ambient temperature and N-dimethylaminopropyl-N′-ethylcarbodiimide hydrochloride (2.11 g) was added. The mixture was stirred at ambient temperature for 3 hours, stored for 18 hours, diluted with dichloromethane and washed with saturated aqueous sodium hydrogen carbonate (twice) then water (twice). Th... The reactants are C(C1=CC=CC=C1)N(CCCO)C1=C2C(=NC(=N1)C)N(N=C2SC)C2=C(C=C(C=C2Cl)Cl)Cl (3-{benzyl-[6-methyl-3-methylsulfanyl-1-(2,4,6-trichlorophenyl)-1H-pyrazolo[3,4-d]pyrimidin-4-yl]amino}-propan-1-ol), [H-].[Na+] (sodium hydride), CN=C=O (methyl isocyanate). Solvent: C1CCOC1 (THF). Conditions: time 10 hour. Yields the product CNC(=O)OCCCN(C1=C2C(=NC(=N1)C)N(N=C2SC)C2=C(C=C(C=C2Cl)Cl)Cl)CC2=CC=CC=C2 (3-{Benzyl-[6-methyl-3-methylsulfanyl-1-(2,4,6-trichlorophenyl)-1H-pyrazolo[3.4-d]pyrimidin-4-yl]-amino}-propan-1-ol methylcarbamate). Yield: 71.3%. As a reaction SMILES: [CH2:1]([N:8]([C:13]1[N:18]=[C:17]([CH3:19])[N:16]=[C:15]2[N:20]([C:25]3[C:30]([Cl:31])=[CH:29][C:28]([Cl:32])=[CH:27][C:26]=3[Cl:33])[N:21]=[C:22]([S:23][CH3:24])[C:14]=12)[CH2:9][CH2:10][CH2:11][OH:12])[C:2]1[CH:7]=[CH:6][CH:5]=[CH:4][CH:3]=1.[H-].[Na+].[CH3:36][N:37]=[C:38]=[O:39]>C1COCC1>[CH3:36][NH:37][C:38]([O:12][CH2:11][CH2:10][CH2:9][N:8]([CH2:1][C:2]1[CH:3]=[CH:4][CH:5]=[CH:6][CH:7]=1)[C:13]1[N:18]=[C:17]([CH3:19])[N:16]=[C:15]2[N:20]([C:25]3[C:30]([Cl:31])=[CH:29][C:28]([Cl:32])=[CH:27][C:26]=3[Cl:33])[N:21]=[C:22]([S:23][CH3:24])[C:14]=12)=[O:39] |f:1.2|. Procedure details: A solution of 3-{benzyl-[6-methyl-3-methylsulfanyl-1-(2,4,6-trichlorophenyl)-1H-pyrazolo[3,4-d]pyrimidin-4-yl]amino}-propan-1-ol (100 mg, 0.191 mmol) in 2 ml of dry THF was treated with 6 mg of 60% sodium hydride in oil and methyl isocyanate (39 mg, 6.78 mmol) at room temperature and stirred at room temperature for 10 hours. The mixture was quenched with water and extracted with ethyl acetate. The organic layer was dried and concentrated to give 110 mg of white form. The form was purified throug...